This data is from the Open Reaction Database (ORD), a public repository of structured organic reaction records. The task is: describe an organic reaction: reactants, conditions, products, and yield Reactants: C(=O)(OC(C)(C)C)N(C1CCC(CC1)N(C(=O)C1=C(C2=C(S1)C(=CC=C2F)F)Cl)CC=2C=C(C=CC2OC)B(O)O)C (3-{[[4-(BOC-methyl-amino)-cyclohexyl]-(3-chloro-4,7-difluoro-benzo[b]thiophene-2-carbonyl)-amino]-methyl}-4-methoxy-benzene boronic acid), BrC1=CC=C(C=C1)C(C(F)(F)F)=O (4′-bromo-2,2,2-trifluoroacetophenone). Product: ClC=1C2=C(SC1C(=O)N(C1CCC(CC1)N(C(OC(C)(C)C)=O)C)CC=1C=C(C=CC1OC)C1=CC=C(C=C1)C(C(F)(F)F)=O)C(=CC=C2F)F (tert-Butyl (4-{(3-chloro-4,7-difluoro-benzo[b]thiophene-2-carbonyl)-[4-methoxy-4′-(2,2,2-trifluoro-acetyl)-biphenyl-3-ylmethyl]-amino}-cyclohexyl)-methyl-carbamate). As a reaction SMILES: [C:1]([N:8]([CH3:42])[CH:9]1[CH2:14][CH2:13][CH:12]([N:15]([CH2:30][C:31]2[CH:32]=[C:33](B(O)O)[CH:34]=[CH:35][C:36]=2[O:37][CH3:38])[C:16]([C:18]2[S:22][C:21]3[C:23]([F:28])=[CH:24][CH:25]=[C:26]([F:27])[C:20]=3[C:19]=2[Cl:29])=[O:17])[CH2:11][CH2:10]1)([O:3][C:4]([CH3:7])([CH3:6])[CH3:5])=[O:2].Br[C:44]1[CH:49]=[CH:48][C:47]([C:50](=[O:55])[C:51]([F:54])([F:53])[F:52])=[CH:46][CH:45]=1>>[Cl:29][C:19]1[C:20]2[C:26]([F:27])=[CH:25][CH:24]=[C:23]([F:28])[C:21]=2[S:22][C:18]=1[C:16]([N:15]([CH2:30][C:31]1[CH:32]=[C:33]([C:44]2[CH:49]=[CH:48][C:47]([C:50](=[O:55])[C:51]([F:53])([F:54])[F:52])=[CH:46][CH:45]=2)[CH:34]=[CH:35][C:36]=1[O:37][CH3:38])[CH:12]1[CH2:11][CH2:10][CH:9]([N:8]([CH3:42])[C:1](=[O:2])[O:3][C:4]([CH3:5])([CH3:6])[CH3:7])[CH2:14][CH2:13]1)=[O:17]. Procedure: Boronic acid 9 (250 mg, 0.40 mmol) is coupled to 4′-bromo-2,2,2-trifluoroacetophenone (120 mg, 0.48 mmol) using Method B to give the title compound. The reactants are CNC=1C=C(C=CC1)C=1NC(C(C(=O)O)=CC1)=O (6-[m-(Methylamino)phenyl]-1,2-dihydro-2-oxonicotinic acid), CN(C=O)C (dimethylformamide), C(Cl)Cl (methylene chloride). The reagents and catalysts are O=S(Cl)Cl (SOCl2). Run at time 15 minute. Product: Cl.CNC=1C=C(C=CC1)C=1NC(C(CCl)=CC1)=O (6-[m-(Methylamino)phenyl]-1,2-dihydro-2-oxonicotinyl Chloride Hydrochloride). RXN SMILES: [CH3:1][NH:2][C:3]1[CH:4]=[C:5]([C:9]2[NH:10][C:11](=[O:18])[C:12](=[CH:16][CH:17]=2)C(O)=O)[CH:6]=[CH:7][CH:8]=1.CN(C)C=O.[CH2:24]([Cl:26])[Cl:25]>O=S(Cl)Cl>[ClH:25].[CH3:1][NH:2][C:3]1[CH:4]=[C:5]([C:9]2[NH:10][C:11](=[O:18])[C:12](=[CH:16][CH:17]=2)[CH2:24][Cl:26])[CH:6]=[CH:7][CH:8]=1 |f:4.5|. Procedure: 6-[m-(Methylamino)phenyl]-1,2-dihydro-2-oxonicotinic acid (1.0 g.) is added to 10 ml. of SOCl2 containing 10 drops of dimethylformamide. Solution soon occurred, and after about 15 minutes, a new solid starts to appear. The mixture is diluted with methylene chloride, and the 6-[m-(methylamino)phenyl]-1,2-dihydro-2-oxonicotinyl chloride hydrochloride collected and washed with methylene chloride. Starting materials: O=C(O)Cc1ccc2c(c1)OCO2, COC(=O)c1cc(F)ccc1N. The reagents and catalysts are C1CCC(CC1)N=C=NC2CCCCC2 (DCC), CN1CCOCC1 (NMM), C1(=C(C(=C(C(=C1F)F)F)F)F)O (Pentafluorophenol). Run in CN(C)C=O (DMF), CN(C)C=O (DMF), CN(C)C=O (DMF), CN(C)C=O (DMF), CN(C)C=O (DMF), CN(C)C=O (DMF). Reaction conditions: temperature 25 celsius, time 2 hour. Yields the product COC(=O)c1cc(F)ccc1NC(=O)Cc1ccc2c(c1)OCO2. Yield: 4.3%. Reaction SMILES: COC(=O)c1cc(F)ccc1N.O=C(O)Cc1ccc2c(c1)OCO2.C1CCC(CC1)N=C=NC2CCCCC2.C1(=C(C(=C(C(=C1F)F)F)F)F)O.CN1CCOCC1.CN(C)C=O>>COC(=O)c1cc(F)ccc1NC(=O)Cc1ccc2c(c1)OCO2. Reactants: C(C1=CC=CC=C1)OC1=CC=C(C=C1)C1C(CN(CC1)C(=O)OC(C)(C)C)O (tert-butyl 4-(4-(benzyloxy)phenyl)-3-hydroxypiperidine-1-carboxylate), CCOC(=O)/N=N/C(=O)OCC (diethylazodicarboxylate), C1(=CC=CC=C1)P(C1=CC=CC=C1)C1=CC=CC=C1 (triphenyl phosphine), [N+](=O)([O-])C1=CC=C(C(=O)O)C=C1 (4-nitrobenzoic acid). Solvent: O (water), O1CCCC1 (tetrahydrofuran), O1CCCC1 (tetrahydrofuran). Reaction conditions: time 10 minute. Yields the product C(C1=CC=CC=C1)OC1=CC=C(C=C1)[C@@H]1[C@@H](CN(CC1)C(=O)OC(C)(C)C)OC(C1=CC=C(C=C1)[N+](=O)[O-])=O ((±)-rel-(3S,4R)-tert-butyl 4-(4-(benzyloxy)phenyl)-3-(4-nitrobenzoyloxyl)piperidine-1-carboxylate). Yield: 53.9%. As a reaction SMILES: CCOC(/N=N/C(OCC)=O)=O.C1(P(C2C=CC=CC=2)C2C=CC=CC=2)C=CC=CC=1.[N+:32]([C:35]1[CH:43]=[CH:42][C:38]([C:39]([OH:41])=[O:40])=[CH:37][CH:36]=1)([O-:34])=[O:33].[CH2:44]([O:51][C:52]1[CH:57]=[CH:56][C:55]([CH:58]2[CH2:63][CH2:62][N:61]([C:64]([O:66][C:67]([CH3:70])([CH3:69])[CH3:68])=[O:65])[CH2:60][CH:59]2O)=[CH:54][CH:53]=1)[C:45]1[CH:50]=[CH:49][CH:48]=[CH:47][CH:46]=1>O1CCCC1.O>[CH2:44]([O:51][C:52]1[CH:57]=[CH:56][C:55]([C@H:58]2[CH2:63][CH2:62][N:61]([C:64]([O:66][C:67]([CH3:70])([CH3:69])[CH3:68])=[O:65])[CH2:60][C@H:59]2[O:40][C:39](=[O:41])[C:38]2[CH:37]=[CH:36][C:35]([N+:32]([O-:34])=[O:33])=[CH:43][CH:42]=2)=[CH:54][CH:53]=1)[C:45]1[CH:46]=[CH:47][CH:48]=[CH:49][CH:50]=1. Reported procedure: A mixture of diethylazodicarboxylate (12.9 mL, 81 mmol of 40% toluene solution), triphenyl phosphine (22 mL, 83 mmol), 4-nitrobenzoic acid (6.97 g, 42 mmol) and 200 mL tetrahydrofuran was stirred for 10 min under an Ar atmosphere. Then was added a solution of tert-butyl 4-(4-(benzyloxy)phenyl)-3-hydroxypiperidine-1-carboxylate (Example 56, step D, 8 g, 20.9 mmol) in tetrahydrofuran (100 mL) and the resulting mixture was stirred at rt overnight. It was then diluted with water and extracted twice ... Reactants: Cn1ncc(C(=O)N2CCOCC2)c1C(=O)O, Nc1ccn2nc(-c3ccccc3OCCF)nc2c1. Yields the product Cn1ncc(C(=O)N2CCOCC2)c1C(=O)Nc1ccn2nc(-c3ccccc3OCCF)nc2c1. Reaction SMILES: [CH3:21][n:22]1[n:23][cH:24][c:25]([C:30](=[O:31])[N:32]2[CH2:33][CH2:34][O:35][CH2:36][CH2:37]2)[c:26]1[C:27](=[O:28])[OH:29].[F:1][CH2:2][CH2:3][O:4][c:5]1[c:6](-[c:11]2[n:12][n:13]3[c:14]([cH:15][c:16]([NH2:19])[cH:17][cH:18]3)[n:20]2)[cH:7][cH:8][cH:9][cH:10]1>>[F:1][CH2:2][CH2:3][O:4][c:5]1[c:6](-[c:11]2[n:12][n:13]3[c:14]([cH:15][c:16]([NH:19][C:27]([c:26]4[n:22]([CH3:21])[n:23][cH:24][c:25]4[C:30](=[O:31])[N:32]4[CH2:33][CH2:34][O:35][CH2:36][CH2:37]4)=[O:28])[cH:17][cH:18]3)[n:20]2)[cH:7][cH:8][cH:9][cH:10]1. The reactants are CN(C)C=O, Cc1csc(N2CC(COS(C)(=O)=O)OC2=O)c1, [H-], [Na+], O, c1cn[nH]c1. The product is Cc1csc(N2CC(Cn3cccn3)OC2=O)c1. As a reaction SMILES: [CH3:26][N:27]([CH3:28])[CH:29]=[O:30].[CH3:3][c:4]1[cH:5][c:6]([N:9]2[C:10](=[O:20])[O:11][CH:12]([CH2:14][O:15][S:16]([CH3:17])(=[O:18])=[O:19])[CH2:13]2)[s:7][cH:8]1.[H-:1].[Na+:2].[OH2:31].[nH:21]1[n:22][cH:23][cH:24][cH:25]1>>[CH3:3][c:4]1[cH:5][c:6]([N:9]2[C:10](=[O:20])[O:11][CH:12]([CH2:14][n:21]3[n:22][cH:23][cH:24][cH:25]3)[CH2:13]2)[s:7][cH:8]1. The reactants are ClC1=CC=C(C=C1)S(=O)(=O)NCCC1=CC=C(S1)CCC(=O)OC (Methyl 3-(5-(2-(((4-chlorophenyl)sulfonyl)amino)ethyl)thien-2-yl)propionate). Run in S(=O)(Cl)Cl (thionyl chloride). Yields the product ClC1=CC=C(C=C1)S(=O)(=O)NCCC1=CC=C(S1)CCC(=O)O (3-(5-(2-(((4-chlorophenyl)sulfonyl)amino)ethyl)thien-2-yl)propionic acid). As a reaction SMILES: [Cl:1][C:2]1[CH:7]=[CH:6][C:5]([S:8]([NH:11][CH2:12][CH2:13][C:14]2[S:18][C:17]([CH2:19][CH2:20][C:21]([O:23]C)=[O:22])=[CH:16][CH:15]=2)(=[O:10])=[O:9])=[CH:4][CH:3]=1>S(Cl)(Cl)=O>[Cl:1][C:2]1[CH:7]=[CH:6][C:5]([S:8]([NH:11][CH2:12][CH2:13][C:14]2[S:18][C:17]([CH2:19][CH2:20][C:21]([OH:23])=[O:22])=[CH:16][CH:15]=2)(=[O:9])=[O:10])=[CH:4][CH:3]=1. Procedure details: Methyl 3-(5-(2-(((4-chlorophenyl)sulfonyl)amino)ethyl)thien-2-yl)propionate. A solution of the title compound of Example 2 (500 mg, 1.40 mmol) in ca. 1 ml of thionyl chloride was heated at reflux for 20 minutes. The excess thionyl chloride was then removed by distillation at slightly reduced pressure. Then, benzene (4 ml) was added to the pot and subsequently distilled to remove traces of thionyl chloride. The residue was dried in vacuo. The resultant solid was dissolved in ether (ca. 5 ml) cont...